From a dataset of the Open Reaction Database (ORD), a public repository of structured organic reaction records. describe an organic reaction: reactants, conditions, products, and yield Reactants: CC(=O)NC1CCN(c2cccc(OCC(F)(F)F)n2)CC1, Cl. The product is NC1CCN(c2cccc(OCC(F)(F)F)n2)CC1. As a reaction SMILES: [C:1](=[O:2])([CH3:3])[NH:4][CH:5]1[CH2:6][CH2:7][N:8]([c:11]2[n:12][c:13]([O:17][CH2:18][C:19]([F:20])([F:21])[F:22])[cH:14][cH:15][cH:16]2)[CH2:9][CH2:10]1.[ClH:23]>>[NH2:4][CH:5]1[CH2:6][CH2:7][N:8]([c:11]2[n:12][c:13]([O:17][CH2:18][C:19]([F:20])([F:21])[F:22])[cH:14][cH:15][cH:16]2)[CH2:9][CH2:10]1. Reactants: ClC(Cl)Cl, [Cl-], [Cl-], CSC1=NC(C)C(c2ccc(Cl)cc2)S1, CCOC(=O)C[N+](=O)[O-], [Zn+2]. Product: CCOC(=O)C(=C1NC(C)C(c2ccc(Cl)cc2)S1)[N+](=O)[O-]. As a reaction SMILES: [CH:28]([Cl:29])([Cl:30])[Cl:31].[Cl-:25].[Cl-:27].[Cl:1][c:2]1[cH:3][cH:4][c:5]([CH:8]2[CH:9]([CH3:15])[N:10]=[C:11]([S:13][CH3:14])[S:12]2)[cH:6][cH:7]1.[N+:16](=[O:17])([O-:18])[CH2:19][C:20](=[O:21])[O:22][CH2:23][CH3:24].[Zn+2:26]>>[Cl:1][c:2]1[cH:3][cH:4][c:5]([CH:8]2[CH:9]([CH3:15])[NH:10][C:11](=[C:19]([N+:16](=[O:17])[O-:18])[C:20](=[O:21])[O:22][CH2:23][CH3:24])[S:12]2)[cH:6][cH:7]1. Starting materials: O=[N+]([O-])c1cnc2cc(Br)ccc2c1NCCCCO, O=C([O-])O, ClCCl, [Na+], O=S(Cl)Cl. Product: O=[N+]([O-])c1cnc2cc(Br)ccc2c1NCCCCCl. As a reaction SMILES: [Br:1][c:2]1[cH:3][cH:4][c:5]2[c:6]([NH:15][CH2:16][CH2:17][CH2:18][CH2:19][OH:20])[c:7]([N+:12](=[O:13])[O-:14])[cH:8][n:9][c:10]2[cH:11]1.[C:25](=[O:26])([OH:27])[O-:28].[Cl:30][CH2:31][Cl:32].[Na+:29].[S:21]([Cl:22])([Cl:23])=[O:24]>>[Br:1][c:2]1[cH:3][cH:4][c:5]2[c:6]([NH:15][CH2:16][CH2:17][CH2:18][CH2:19][Cl:23])[c:7]([N+:12](=[O:13])[O-:14])[cH:8][n:9][c:10]2[cH:11]1. Reactants: [O-]P(=O)([O-])[O-].[K+].[K+].[K+] (potassium phosphate tribasic), ClC1=NC=C(C=C1NC1=C(C(=NC2=CC(=CC(=C12)F)F)C1=NC=CC=C1)C)N1CCOCC1 (N-(2-chloro-5-morpholinopyridin-3-yl)-5,7-difluoro-3-methyl-2-(pyridin-2-yl)-quinolin-4-amine), CS(=O)(=O)C1=CC=C(C=C1)B(O)O (4-(methylsulfonyl)phenylboronic acid), C1(CCCCC1)P(C1CCCCC1)C1CCCCC1 (tricyclohexylphosphine). The reagents and catalysts are C=1C=CC(=CC1)/C=C/C(=O)/C=C/C2=CC=CC=C2.C=1C=CC(=CC1)/C=C/C(=O)/C=C/C2=CC=CC=C2.C=1C=CC(=CC1)/C=C/C(=O)/C=C/C2=CC=CC=C2.[Pd].[Pd] (tris(dibenzylideneacetone)dipalladium). Solvent: O1CCOCC1 (1,4-dioxane), O (water). Conditions: temperature 90 celsius, time 19 hour. Product: FC1=C2C(=C(C(=NC2=CC(=C1)F)C1=NC=CC=C1)C)NC=1C(=NC=C(C1)N1CCOCC1)C1=CC=C(C=C1)S(=O)(=O)C (5,7-difluoro-3-methyl-N-(2-(4-(methylsulfonyl)phenyl)-5-morpholinopyridin-3-yl)-2-(pyridin-2-yl)quinolin-4-amine). Reaction SMILES: Cl[C:2]1[C:7]([NH:8][C:9]2[C:18]3[C:13](=[CH:14][C:15]([F:20])=[CH:16][C:17]=3[F:19])[N:12]=[C:11]([C:21]3[CH:26]=[CH:25][CH:24]=[CH:23][N:22]=3)[C:10]=2[CH3:27])=[CH:6][C:5]([N:28]2[CH2:33][CH2:32][O:31][CH2:30][CH2:29]2)=[CH:4][N:3]=1.[CH3:34][S:35]([C:38]1[CH:43]=[CH:42][C:41](B(O)O)=[CH:40][CH:39]=1)(=[O:37])=[O:36].C1(P(C2CCCCC2)C2CCCCC2)CCCCC1.[O-]P([O-])([O-])=O.[K+].[K+].[K+]>C1C=CC(/C=C/C(/C=C/C2C=CC=CC=2)=O)=CC=1.C1C=CC(/C=C/C(/C=C/C2C=CC=CC=2)=O)=CC=1.C1C=CC(/C=C/C(/C=C/C2C=CC=CC=2)=O)=CC=1.[Pd].[Pd].O.O1CCOCC1>[F:19][C:17]1[CH:16]=[C:15]([F:20])[CH:14]=[C:13]2[C:18]=1[C:9]([NH:8][C:7]1[C:2]([C:41]3[CH:42]=[CH:43][C:38]([S:35]([CH3:34])(=[O:37])=[O:36])=[CH:39][CH:40]=3)=[N:3][CH:4]=[C:5]([N:28]3[CH2:33][CH2:32][O:31][CH2:30][CH2:29]3)[CH:6]=1)=[C:10]([CH3:27])[C:11]([C:21]1[CH:26]=[CH:25][CH:24]=[CH:23][N:22]=1)=[N:12]2 |f:3.4.5.6,7.8.9.10.11|. Reported procedure: N-(2-chloro-5-morpholinopyridin-3-yl)-5,7-difluoro-3-methyl-2-(pyridin-2-yl)-quinolin-4-amine (60.7 mg, 0.13 mmol), 4-(methylsulfonyl)phenylboronic acid (40.1 mg, 0.2 mmol), tricyclohexylphosphine (6.2 mg, 0.022 mmol), and tris(dibenzylideneacetone)dipalladium (0) (10.4 mg, 0.011 mmol) were added to a flask then degassed and backfilled with argon. To the flask, 1,4-dioxane (2.0 mL) and aq. 1.3M potassium phosphate tribasic (0.3 mL, 0.39 mmol) were added by syringe. The resulting reaction was hea... Reactants: C(C1=CC=CC=C1)(C1=CC=CC=C1)OC(=O)C1(CCCC1)O\N=C(/C(=O)NC1[C@@H]2N(C(=C(CS2=O)CCl)C(=O)OC(C2=CC=CC=C2)C2=CC=CC=C2)C1=O)\C=1N=C(SC1)NC(C1=CC=CC=C1)(C1=CC=CC=C1)C1=CC=CC=C1 (Benzhydryl 7-[(Z)-2-(1-benzhydryloxycarbonyl-1-cyclopentyloxyimino)-2-(2-tritylaminothiazol-4-yl) acetamido]-3-chloromethyl-3-cephem-4-carboxylate 1-oxide), [I-].[Na+] (sodium iodide), C(C)(=O)OCC (ethyl acetate), S(=S)(=O)([O-])[O-].[Na+].[Na+] (sodium thiosulfate). The solvent is CC(=O)C (acetone). Reaction conditions: time 30 minute. The product is C(C1=CC=CC=C1)(C1=CC=CC=C1)OC(=O)C1(CCCC1)O\N=C(/C(=O)NC1[C@@H]2N(C(=C(CS2=O)CI)C(=O)OC(C2=CC=CC=C2)C2=CC=CC=C2)C1=O)\C=1N=C(SC1)NC(C1=CC=CC=C1)(C1=CC=CC=C1)C1=CC=CC=C1 (Benzhydryl 7-[(Z)-2-(1-benzhydryloxycarbonyl-1-cyclopentyloxyimino)-2-(2-tritylaminothiazol-4-yl) acetamido]-3-iodomethyl-3-cephem-4-carboxylate 1-oxide). RXN SMILES: [CH:1]([O:14][C:15]([C:17]1([O:22]/[N:23]=[C:24](/[C:56]2[N:57]=[C:58]([NH:61][C:62]([C:75]3[CH:80]=[CH:79][CH:78]=[CH:77][CH:76]=3)([C:69]3[CH:74]=[CH:73][CH:72]=[CH:71][CH:70]=3)[C:63]3[CH:68]=[CH:67][CH:66]=[CH:65][CH:64]=3)[S:59][CH:60]=2)\[C:25]([NH:27][CH:28]2[C:54](=[O:55])[N:30]3[C:31]([C:38]([O:40][CH:41]([C:48]4[CH:53]=[CH:52][CH:51]=[CH:50][CH:49]=4)[C:42]4[CH:47]=[CH:46][CH:45]=[CH:44][CH:43]=4)=[O:39])=[C:32]([CH2:36]Cl)[CH2:33][S:34](=[O:35])[C@H:29]23)=[O:26])[CH2:21][CH2:20][CH2:19][CH2:18]1)=[O:16])([C:8]1[CH:13]=[CH:12][CH:11]=[CH:10][CH:9]=1)[C:2]1[CH:7]=[CH:6][CH:5]=[CH:4][CH:3]=1.[I-:81].[Na+].C(OCC)(=O)C.S([O-])([O-])(=O)=S.[Na+].[Na+]>CC(C)=O>[CH:1]([O:14][C:15]([C:17]1([O:22]/[N:23]=[C:24](/[C:56]2[N:57]=[C:58]([NH:61][C:62]([C:75]3[CH:80]=[CH:79][CH:78]=[CH:77][CH:76]=3)([C:69]3[CH:74]=[CH:73][CH:72]=[CH:71][CH:70]=3)[C:63]3[CH:68]=[CH:67][CH:66]=[CH:65][CH:64]=3)[S:59][CH:60]=2)\[C:25]([NH:27][CH:28]2[C:54](=[O:55])[N:30]3[C:31]([C:38]([O:40][CH:41]([C:48]4[CH:53]=[CH:52][CH:51]=[CH:50][CH:49]=4)[C:42]4[CH:47]=[CH:46][CH:45]=[CH:44][CH:43]=4)=[O:39])=[C:32]([CH2:36][I:81])[CH2:33][S:34](=[O:35])[C@H:29]23)=[O:26])[CH2:21][CH2:20][CH2:19][CH2:18]1)=[O:16])([C:8]1[CH:13]=[CH:12][CH:11]=[CH:10][CH:9]=1)[C:2]1[CH:7]=[CH:6][CH:5]=[CH:4][CH:3]=1 |f:1.2,4.5.6|. Reported procedure: The residue obtained in (B) was dissolved in 40 ml of acetone, and 990 mg (6.6 mmol) of sodium iodide was added. The mixture was stirred at room temperature for 30 minutes. Then, 120 ml of ethyl acetate and 20 ml of a 5% sodium thiosulfate aqueous solution were added to the reaction solution for liquid separation. The organic layer was washed with water and with a saturated sodium chloride aqueous solution, then dried over anhydrous sodium sulfate and concentrated. The concentrated residue was s... The product is CCNC(=O)c1cc([N+](=O)[O-])ccc1Cl. As a reaction SMILES: [CH3:14][CH2:15][NH2:16].[Cl:17][CH2:18][Cl:19].[Cl:1][c:2]1[c:3]([C:4](=[O:5])[Cl:6])[cH:7][c:8]([N+:11](=[O:12])[O-:13])[cH:9][cH:10]1>>[Cl:1][c:2]1[c:3]([C:4](=[O:5])[NH:16][CH2:15][CH3:14])[cH:7][c:8]([N+:11](=[O:12])[O-:13])[cH:9][cH:10]1. Reactants: CCN, ClCCl, O=C(Cl)c1cc([N+](=O)[O-])ccc1Cl.